This data is from the Open Reaction Database (ORD), a public repository of structured organic reaction records. The task is: describe an organic reaction: reactants, conditions, products, and yield Reactants: ClC=1C=NC=C(C1SC1=C(C=C(S1)C(=O)NC1CN(CC1)C(=O)OC(C)(C)C)[N+](=O)[O-])Cl (tert-butyl 3-(5-((3,5-dichloropyridin-4-yl)thio)-4-nitrothiophene-2-carboxamido)pyrrolidine-1-carboxylate), Cl (hydrogen chloride). The solvent is C(C)O (ethanol), C(C)O (ethanol). Conditions: time 4 hour. Product: ClC=1C=NC=C(C1SC1=C(C=C(S1)C(=O)NC1CNCC1)[N+](=O)[O-])Cl (5-((3,5-dichloropyridin-4-yl)thio)-4-nitro-N-(pyrrolidin-3-yl)thiophene-2-carboxamide). Yield: 93.2%. As a reaction SMILES: [Cl:1][C:2]1[CH:3]=[N:4][CH:5]=[C:6]([Cl:32])[C:7]=1[S:8][C:9]1[S:13][C:12]([C:14]([NH:16][CH:17]2[CH2:21][CH2:20][N:19](C(OC(C)(C)C)=O)[CH2:18]2)=[O:15])=[CH:11][C:10]=1[N+:29]([O-:31])=[O:30].Cl>C(O)C>[Cl:1][C:2]1[CH:3]=[N:4][CH:5]=[C:6]([Cl:32])[C:7]=1[S:8][C:9]1[S:13][C:12]([C:14]([NH:16][CH:17]2[CH2:21][CH2:20][NH:19][CH2:18]2)=[O:15])=[CH:11][C:10]=1[N+:29]([O-:31])=[O:30]. Procedure details: tert-butyl 3-(5-((3,5-dichloropyridin-4-yl)thio)-4-nitrothiophene-2-carboxamido)pyrrolidine-1-carboxylate (3.0 g, 5.63 mmol) from the above was added to a solution of hydrogen chloride in ethanol (2.0 M, 20 mL) and ethanol (30 mL), and the resulting mixture was stirred at ambient temperature for 4 hours. After this time, the mixture was concentrated, washed with dry ether and dried in vacuo overnight to afford the title product as a white solid (2.2 g, 91% yield). 1H NMR (400 MHz, d6-DMSO) δ: 8.... Starting materials: C(C)(C)(C)OC(=O)N1CC(C1)N(CC)CC1=CC(=CC=C1)C1=NC(=NC=C1)Cl (3-{[3-(2-Chloro-pyrimidin-4-yl)-benzyl]-ethyl-amino}-azetidine-1-carboxylic acid tert-butyl ester), NCCC1=CC=C(C=C1)O (tyramine), 405. Reported procedure: Intermediate 105 was coupled with tyramine following procedure F. The resulting product was deprotected following procedure G2. LC-MS showed the product had the expected M+H+ of 405. 1H NMR (Varian 300 MHz, CD3OD, shifts relative to the solvent peak at 3.3 ppm) δ 8.69 (s, 1H), 8.40 (d, 1H), 8.34 (s, 1H), 7.96 (d, 1H), 7.72 (t, 1H), 7.68 (d, 1H), 7.11 (d, 2H), 6.67 (d, 2H), 4.56 (m, 5H), 3.78 (m, 4H), 3.21 (q, 2H), 2.93 (t, 2H), 1.39 (t, 3H). RXN SMILES: C(OC([N:8]1[CH2:11][CH:10]([N:12]([CH2:15][C:16]2[CH:21]=[CH:20][CH:19]=[C:18]([C:22]3[CH:27]=[CH:26][N:25]=[C:24](Cl)[N:23]=3)[CH:17]=2)[CH2:13][CH3:14])[CH2:9]1)=O)(C)(C)C.[NH2:29][CH2:30][CH2:31][C:32]1[CH:37]=[CH:36][C:35]([OH:38])=[CH:34][CH:33]=1>>[NH:8]1[CH2:9][CH:10]([N:12]([CH2:15][C:16]2[CH:17]=[C:18]([C:22]3[CH:27]=[CH:26][N:25]=[C:24]([NH:29][CH2:30][CH2:31][C:32]4[CH:37]=[CH:36][C:35]([OH:38])=[CH:34][CH:33]=4)[N:23]=3)[CH:19]=[CH:20][CH:21]=2)[CH2:13][CH3:14])[CH2:11]1. The product is N1CC(C1)N(CC)CC=1C=C(C=CC1)C1=NC(=NC=C1)NCCC1=CC=C(C=C1)O (4-[2-(4-{3-[(Azetidin-3-yl-ethyl-amino)-methyl]-phenyl}-pyrimidin-2-ylamino)-ethyl]-phenol). Reactants: CC(CCCN1C(=NC=2C(=NC=3C=C(C=CC3C21)Br)N)COCC)(S(=O)(=O)N)C (Dimethyl 4-(4-amino-7-bromo-2-ethoxymethyl-1H-imidazo[4,5-c]quinolin-1-yl)butane-1-sulfonamide), C1(=CC=CC=C1)B(O)O (phenyl boronic acid). Yields the product CC(CCCN1C(=NC=2C(=NC=3C=C(C=CC3C21)C2=CC=CC=C2)N)COCC)(S(=O)(=O)N)C (dimethyl 4-[4-amino-2-ethoxymethyl-7-phenyl-1H-imidazo[4,5-c]quinolin-1-yl]butane-1-sulfonamide). Yield: 20.8%. As a reaction SMILES: [CH3:1][C:2]([CH3:29])([S:25]([NH2:28])(=[O:27])=[O:26])[CH2:3][CH2:4][CH2:5][N:6]1[C:18]2[C:17]3[CH:16]=[CH:15][C:14](Br)=[CH:13][C:12]=3[N:11]=[C:10]([NH2:20])[C:9]=2[N:8]=[C:7]1[CH2:21][O:22][CH2:23][CH3:24].[C:30]1(B(O)O)[CH:35]=[CH:34][CH:33]=[CH:32][CH:31]=1>>[CH3:1][C:2]([CH3:29])([S:25]([NH2:28])(=[O:27])=[O:26])[CH2:3][CH2:4][CH2:5][N:6]1[C:18]2[C:17]3[CH:16]=[CH:15][C:14]([C:30]4[CH:35]=[CH:34][CH:33]=[CH:32][CH:31]=4)=[CH:13][C:12]=3[N:11]=[C:10]([NH2:20])[C:9]=2[N:8]=[C:7]1[CH2:21][O:22][CH2:23][CH3:24]. Reported procedure: Dimethyl 4-(4-amino-7-bromo-2-ethoxymethyl-1H-imidazo[4,5-c]quinolin-1-yl)butane-1-sulfonamide (0.66 g, 1.4 mmol) and phenyl boronic acid (0.20 g, 1.6 mmol) were coupled according to the method described in Part J of Example 1. The reaction was heated at reflux for 14 hours, and the work-up procedure used in Part F of Examples 125–135 was followed. The crude product was recrystallized from methanol and then purified by column chromatography on silica gel (eluting with chloroform:CMA in a gradien...